Dataset: the Open Reaction Database (ORD), a public repository of structured organic reaction records. Task: describe an organic reaction: reactants, conditions, products, and yield Reactants: CC(C)C[AlH]CC(C)C (DIBAL), COC=1C2=C(C=CC1)OC(C1=C3C(=CC(NC3=CC=C12)(C)C)C)=O (10-Methoxy-2,2,4-trimethyl-1,2-dihydro-5H-chromeno[3,4-f]quinolin-5-one), CCOC(=O)C (EtOAc), [C@@H]([C@H](C(=O)[O-])O)(C(=O)[O-])O.[Na+].[K+] (Rochelle salt). The solvent is CCCCCCC (heptane), C(Cl)Cl (CH2Cl2). The product is COC=1C2=C(C=CC1)OC(C1=C3C(=CC(NC3=CC=C12)(C)C)C)O (10-Methoxy-2,2,4-trimethyl-2,5-dihydro-1H-chromeno[3,4-f]quinolin-5-ol). Yield: 79.9%. RXN SMILES: [CH3:1][O:2][C:3]1[C:4]2[C:20]3[C:11](=[C:12]4[C:17](=[CH:18][CH:19]=3)[NH:16][C:15]([CH3:22])([CH3:21])[CH:14]=[C:13]4[CH3:23])[C:10](=[O:24])[O:9][C:5]=2[CH:6]=[CH:7][CH:8]=1.CC(C[AlH]CC(C)C)C.CCOC(C)=O.[C@H](O)(C([O-])=O)[C@@H](O)C([O-])=O.[Na+].[K+]>C(Cl)Cl.CCCCCCC>[CH3:1][O:2][C:3]1[C:4]2[C:20]3[C:11](=[C:12]4[C:17](=[CH:18][CH:19]=3)[NH:16][C:15]([CH3:21])([CH3:22])[CH:14]=[C:13]4[CH3:23])[CH:10]([OH:24])[O:9][C:5]=2[CH:6]=[CH:7][CH:8]=1 |f:3.4.5|. Reported procedure: The product from Example 5 (75.2g, 98% potent, 0.23 mol) in CH2Cl2 (3.8 L) under N2 was cooled to −78° C. and treated with 1M DIBAL in heptane (328 ml) dropwise over 1-1.5 hours while maintaining the temperature below −76° C. The reaction was monitored by HPLC and/or TLC until the reaction was complete (1.5 hours). EtOAc (1 L) and a saturated Rochelle salt solution (2 L) was added. The mixture was allowed to warmed to room temperature and stirring was continued until the organic and aqueous laye... Reactants: COC(C1=C(C=C(C=C1)C1=NC(=NC(=C1C#CC=1C=NC(=CC1)NC)C)N)Cl)=O (4-[2-amino-6-methyl-5-(6-methylamino-pyridin-3-ylethynyl)-pyrimidin-4-yl]-2-chloro-benzoic acid methyl ester). The solvent is C1CCOC1 (THF). Product: NC1=NC(=C(C(=N1)C1=CC(=C(C(=O)O)C=C1)Cl)C#CC=1C=NC(=CC1)NC)C (4-[2-Amino-6-methyl-5-(6-methylamino-pyridin-3-ylethynyl)-pyrimidin-4-yl]-2-chloro-benzoic acid). As a reaction SMILES: C[O:2][C:3](=[O:29])[C:4]1[CH:9]=[CH:8][C:7]([C:10]2[C:15]([C:16]#[C:17][C:18]3[CH:19]=[N:20][C:21]([NH:24][CH3:25])=[CH:22][CH:23]=3)=[C:14]([CH3:26])[N:13]=[C:12]([NH2:27])[N:11]=2)=[CH:6][C:5]=1[Cl:28]>C1COCC1>[NH2:27][C:12]1[N:11]=[C:10]([C:7]2[CH:8]=[CH:9][C:4]([C:3]([OH:29])=[O:2])=[C:5]([Cl:28])[CH:6]=2)[C:15]([C:16]#[C:17][C:18]2[CH:19]=[N:20][C:21]([NH:24][CH3:25])=[CH:22][CH:23]=2)=[C:14]([CH3:26])[N:13]=1. Procedure: The title compound is synthesized according to general procedure GP8 starting from 700 mg (1.7 mmol) 4-[2-amino-6-methyl-5-(6-methylamino-pyridin-3-ylethynyl)-pyrimidin-4-yl]-2-chloro-benzoic acid methyl ester using 2.6 mL (2.6 mmol) 1 N NaOH in 10 mL THF. The product precipitates and is isolated by filtration. The product is washed with water and used without further purification. Yield: 370 mg (55%). Starting materials: C(=O)(OC(C)(C)C)NCC1=CC=C(C=CC(=O)O)C=C1 (4-(N-Boc-aminomethyl) cinnamic acid), CO (methanol), S(=O)(Cl)Cl (thionylchloride). The product is Cl.NCC(CCC/C=C/C(=O)OC)C (methyl (2E)-3-[4-(aminomethyl)pentyl]acrylate, hydrochloride salt). Isolated yield 86.0%. Reaction SMILES: C([NH:8][CH2:9][C:10]1[CH:20]=[CH:19][C:13]([CH:14]=[CH:15][C:16]([OH:18])=[O:17])=C[CH:11]=1)(OC(C)(C)C)=O.S(Cl)([Cl:23])=O.[CH3:25]O>>[ClH:23].[NH2:8][CH2:9][CH:10]([CH3:11])[CH2:20][CH2:19][CH2:13]/[CH:14]=[CH:15]/[C:16]([O:18][CH3:25])=[O:17] |f:3.4|. Reported procedure: To a mixture of 4-(N-Boc-aminomethyl) cinnamic acid (5 g, 0.018 mol) in methanol (200 mL) was added thionylchloride (11 g) at 0° C. and slowly heated to reflux for 3 h. The reaction mixture was concentrated to give solid product. The solid hydrochloride salt was washed with EtOAc and filtered off to give the title compound (3.5 g, 86%). RXN SMILES: Br[C:2]1[CH:7]=[CH:6][C:5]([Br:8])=[CH:4][N:3]=1.[CH2:9]([OH:12])[C:10]#[CH:11]>C(NCC)C.[Cu]I>[Br:8][C:5]1[CH:6]=[CH:7][C:2]([C:11]#[C:10][CH2:9][OH:12])=[N:3][CH:4]=1. Run in C(C)NCC (diethylamine). Isolated yield 80.8%. Procedure: Copper (I) iodide (10 mg) was added to a solution of 2,5-dibromopyridine (4.74 g), propargyl alcohol (1.34 g) and BTPC (75 mg) in diethylamine (50 ml) and the mixture stirred overnight (18 h), under nitrogen. The solution was evaporated in vacuo and the residue treated with 8% sodium bicarbonate (50 ml) and partitioned with dichloromethane (3×50 ml). The combined extracts were dried and evaporated and the residual semi-solid purified by FCC. Eluting with ether afforded the title compound (3.43 g... The reactants are BrC1=NC=C(C=C1)Br (2,5-dibromopyridine), C(C#C)O (propargyl alcohol). The reagents and catalysts are [Cu]I (Copper (I) iodide). Run at time 18 hour. Yields the product BrC=1C=CC(=NC1)C#CCO (3-(5-Bromo-2-pyridinyl)-2-propyn-1-ol).